Dataset: the Open Reaction Database (ORD), a public repository of structured organic reaction records. Task: describe an organic reaction: reactants, conditions, products, and yield The reactants are Oc1ccc(Br)cc1, O=C([O-])[O-], CCOCCCl, [I-], [K+], [K+], [Na+], CN(C)C=O, O. Product: CCOCCOc1ccc(Br)cc1. Reaction SMILES: [Br:1][c:2]1[cH:3][cH:4][c:5]([OH:8])[cH:6][cH:7]1.[C:9](=[O:10])([O-:11])[O-:12].[Cl:15][CH2:16][CH2:17][O:18][CH2:19][CH3:20].[I-:22].[K+:13].[K+:14].[Na+:21].[O:23]=[CH:24][N:25]([CH3:26])[CH3:27].[OH2:28]>>[Br:1][c:2]1[cH:3][cH:4][c:5]([O:8][CH2:16][CH2:17][O:18][CH2:19][CH3:20])[cH:6][cH:7]1. Yields the product COC(=O)c1cc(Cl)ccc1NC(=O)COCC(=O)Nc1ccc(C2CCCCC2)cc1. Starting materials: Nc1ccc(C2CCCCC2)cc1, COC(=O)c1cc(Cl)ccc1NC(=O)COCC(=O)O. As a reaction SMILES: [CH:1]1([c:7]2[cH:8][cH:9][c:10]([NH2:11])[cH:12][cH:13]2)[CH2:2][CH2:3][CH2:4][CH2:5][CH2:6]1.[Cl:14][c:15]1[cH:16][c:17]([C:30](=[O:31])[O:32][CH3:33])[c:18]([NH:21][C:22]([CH2:23][O:24][CH2:25][C:26](=[O:27])[OH:28])=[O:29])[cH:19][cH:20]1>>[CH:1]1([c:7]2[cH:8][cH:9][c:10]([NH:11][C:26]([CH2:25][O:24][CH2:23][C:22]([NH:21][c:18]3[c:17]([C:30](=[O:31])[O:32][CH3:33])[cH:16][c:15]([Cl:14])[cH:20][cH:19]3)=[O:29])=[O:27])[cH:12][cH:13]2)[CH2:2][CH2:3][CH2:4][CH2:5][CH2:6]1. The product is CC(C)(C)OC(=O)COc1ccc(-c2ccc(CCN(CC(O)c3cccc(Cl)c3)C(=O)OC(C)(C)C)cc2)cc1. The reactants are CC(C)(C)OC(=O)CBr, O=C([O-])[O-], CN(C)C=O, CC(C)(C)OC(=O)N(CCc1ccc(-c2ccc(O)cc2)cc1)CC(O)c1cccc(Cl)c1, [K+], [K+]. RXN SMILES: [Br:40][CH2:41][C:42](=[O:43])[O:44][C:45]([CH3:46])([CH3:47])[CH3:48].[C:34](=[O:35])([O-:36])[O-:37].[CH3:49][N:50]([CH3:51])[CH:52]=[O:53].[Cl:1][c:2]1[cH:3][c:4]([CH:8]([CH2:9][N:10]([C:11]([O:12][C:13]([CH3:14])([CH3:15])[CH3:16])=[O:17])[CH2:18][CH2:19][c:20]2[cH:21][cH:22][c:23](-[c:26]3[cH:27][cH:28][c:29]([OH:32])[cH:30][cH:31]3)[cH:24][cH:25]2)[OH:33])[cH:5][cH:6][cH:7]1.[K+:38].[K+:39]>>[Cl:1][c:2]1[cH:3][c:4]([CH:8]([CH2:9][N:10]([C:11]([O:12][C:13]([CH3:14])([CH3:15])[CH3:16])=[O:17])[CH2:18][CH2:19][c:20]2[cH:21][cH:22][c:23](-[c:26]3[cH:27][cH:28][c:29]([O:32][CH2:41][C:42](=[O:43])[O:44][C:45]([CH3:46])([CH3:47])[CH3:48])[cH:30][cH:31]3)[cH:24][cH:25]2)[OH:33])[cH:5][cH:6][cH:7]1. The reactants are [OH-].[Na+] (sodium hydroxide), C(C=C)(=O)O (acrylic acid), O (water), C(C(=C)CC(=O)O)(=O)O (itaconic acid), O (water), C=C1C(=O)OCC1 (α-methylene-γ-butyrolactone), S(=O)(=O)([O-])OOS(=O)(=O)[O-].[Na+].[Na+] (sodium persulfate). Run at temperature 75 celsius, time 60 minute. Product: C=C1C(=O)OCC1.C(C(=C)CC(=O)O)(=O)O.C(C=C)(=O)O (α-methylene-γ-butyrolactone itaconic acid acrylic acid). Reaction SMILES: O.[C:2]([OH:10])(=[O:9])[C:3]([CH2:5][C:6]([OH:8])=[O:7])=[CH2:4].[CH2:11]=[C:12]1CC[O:15][C:13]1=[O:14].C(O)(=O)C=C.S(OOS([O-])(=O)=O)([O-])(=O)=O.[Na+].[Na+].[OH-].[Na+]>>[CH2:4]=[C:3]1[CH2:5][CH2:6][O:10][C:2]1=[O:9].[C:2]([OH:10])(=[O:9])[C:3]([CH2:5][C:6]([OH:8])=[O:7])=[CH2:4].[C:13]([OH:15])(=[O:14])[CH:12]=[CH2:11] |f:4.5.6,7.8,9.10.11|. Procedure: To a 100 mL round bottom flask with a magnetic stir bar and reflux condenser is added 25 g (1.389 mol) water and 22.75 g (1.75×10−1 mol) itaconic acid. The mixture is heated under flowing nitrogen to 75° C., at which time a monomer mixture consisting of 17.20 g (1.75×10−1 mol) α-methylene-γ-butyrolactone and 2.00 g (3.33×10−2 mol) acrylic acid is added via syringe pump over 300 minutes at reflux. After 10 minutes of monomer mixture addition, an aqueous mixture consisting of 18.015 g (1.00 mol) w... The reactants are CC1CN(Cc2ccccc2)CCC1=O, CCC(C)[BH-](C(C)CC)C(C)CC, C1CCOC1. Product: CC1CN(Cc2ccccc2)CCC1O. Reaction SMILES: [CH2:1]([c:2]1[cH:3][cH:4][cH:5][cH:6][cH:7]1)[N:8]1[CH2:9][CH:10]([CH3:15])[C:11](=[O:14])[CH2:12][CH2:13]1.[CH:16]([BH-:17]([CH:18]([CH2:19][CH3:20])[CH3:21])[CH:22]([CH2:23][CH3:24])[CH3:25])([CH2:26][CH3:27])[CH3:28].[O:29]1[CH2:30][CH2:31][CH2:32][CH2:33]1>>[CH2:1]([c:2]1[cH:3][cH:4][cH:5][cH:6][cH:7]1)[N:8]1[CH2:9][CH:10]([CH3:15])[CH:11]([OH:14])[CH2:12][CH2:13]1. The reactants are Cl (hydrochloric acid), [BH4-].[Li+] (lithium borohydride), ClC1=CC=CC2=C1C(N(CC=1N2C=NC1C(=O)OCC)C)=O (ethyl 7-chloro-5,6-dihydro-5-methyl-6-oxo-4H-imidazo[1,5-a][1,4]benzodiazepine-3-carboxylate). Run in O1CCCC1 (tetrahydrofuran), O1CCCC1 (tetrahydrofuran). Reaction conditions: time 4 hour. Product: ClC1=CC=CC2=C1C(N(CC=1N2C=NC1CO)C)=O (7-chloro-4,5-dihydro-3-(hydroxymethyl)-5-methyl-6H-imidazo[1,5-a][1,4]benzodiazepin-6-one). As a reaction SMILES: [BH4-].[Li+].[Cl:3][C:4]1[C:9]2[C:10](=[O:24])[N:11]([CH3:23])[CH2:12][C:13]3[N:14]([CH:15]=[N:16][C:17]=3[C:18](OCC)=[O:19])[C:8]=2[CH:7]=[CH:6][CH:5]=1.Cl>O1CCCC1>[Cl:3][C:4]1[C:9]2[C:10](=[O:24])[N:11]([CH3:23])[CH2:12][C:13]3[N:14]([CH:15]=[N:16][C:17]=3[CH2:18][OH:19])[C:8]=2[CH:7]=[CH:6][CH:5]=1 |f:0.1|. Procedure: A solution of 0.39 g (17.9 mmol) of lithium borohydride in 40 ml of dry tetrahydrofuran is added dropwise to a hot solution of 5.2 g (16.2 mmol) of ethyl 7-chloro-5,6-dihydro-5-methyl-6-oxo-4H-imidazo[1,5-a][1,4]benzodiazepine-3-carboxylate in 180 ml of dry tetrahydrofuran. The mixture is stirred at the boiling point for 4 hours and subsequently treated dropwise at room temperature with 10.4 ml of 3 N hydrochloric acid. The mixture obtained is heated to boiling under reflux for 1.5 hours. The te... The reactants are COC(=O)c1c(C=O)c(C)c(C)n1CCBr, C1CCC2=NCCCN2CC1, C1CCOC1. Product: C=Cn1c(C)c(C)c(C=O)c1C(=O)OC. Reaction SMILES: [Br:1][CH2:2][CH2:3][n:4]1[c:5]([C:13](=[O:14])[O:15][CH3:16])[c:6]([CH:11]=[O:12])[c:7]([CH3:10])[c:8]1[CH3:9].[N:17]12[CH2:18][CH2:19][CH2:20][N:21]=[C:22]1[CH2:23][CH2:24][CH2:25][CH2:26][CH2:27]2.[O:28]1[CH2:29][CH2:30][CH2:31][CH2:32]1>>[CH2:2]=[CH:3][n:4]1[c:5]([C:13](=[O:14])[O:15][CH3:16])[c:6]([CH:11]=[O:12])[c:7]([CH3:10])[c:8]1[CH3:9]. Reactants: O=C([O-])[O-], CS(=O)(=O)OCC(CCOC1CCCCO1)c1ccc(Cl)c(Cl)c1, CC#N, [K+], [K+], c1c[nH]cn1. The product is Clc1ccc(C(CCOC2CCCCO2)Cn2ccnc2)cc1Cl. As a reaction SMILES: [C:30](=[O:31])([O-:32])[O-:33].[CH3:1][S:2]([O:3][CH2:6][CH:7]([CH2:8][CH2:9][O:10][CH:11]1[O:12][CH2:13][CH2:14][CH2:15][CH2:16]1)[c:17]1[cH:18][c:19]([Cl:24])[c:20]([Cl:23])[cH:21][cH:22]1)(=[O:4])=[O:5].[CH3:36][C:37]#[N:38].[K+:34].[K+:35].[nH:25]1[cH:26][n:27][cH:28][cH:29]1>>[CH2:6]([CH:7]([CH2:8][CH2:9][O:10][CH:11]1[O:12][CH2:13][CH2:14][CH2:15][CH2:16]1)[c:17]1[cH:18][c:19]([Cl:24])[c:20]([Cl:23])[cH:21][cH:22]1)[n:25]1[cH:26][n:27][cH:28][cH:29]1.